From a dataset of the Open Reaction Database (ORD), a public repository of structured organic reaction records. describe an organic reaction: reactants, conditions, products, and yield RXN SMILES: C(N(C(C)C)C(C)C)C.I.[F:11][C:12]1[CH:13]=[C:14]([NH:24][C:25](SC)=[NH:26])[CH:15]=[CH:16][C:17]=1[N:18]1[C:22]([CH3:23])=[N:21][CH:20]=[N:19]1.[F:29][C:30]1[CH:35]=[CH:34][C:33]([CH:36]([CH2:40][CH:41]=[CH2:42])[C:37](O)=O)=[CH:32][CH:31]=1.O.ON1C2C=CC=CC=2N=N1.[ClH:54].C(N=C=NCCCN(C)C)C.[NH2:66][NH2:67]>CN(C=O)C.O>[Cl:54][CH2:42][CH2:41][CH2:40][CH:36]([C:37]1[NH:67][N:66]=[C:25]([NH:24][C:14]2[CH:15]=[CH:16][C:17]([N:18]3[C:22]([CH3:23])=[N:21][CH:20]=[N:19]3)=[C:12]([F:11])[CH:13]=2)[N:26]=1)[C:33]1[CH:32]=[CH:31][C:30]([F:29])=[CH:35][CH:34]=1 |f:1.2,4.5,6.7|. Product: ClCCCC(C1=CC=C(C=C1)F)C1=NC(=NN1)NC1=CC(=C(C=C1)N1N=CN=C1C)F (5-(4-chloro-1-(4-fluorophenyl)butyl)-N-(3-fluoro-4-(5-methyl-1H-1,2,4-triazol-1-yl)phenyl)-1H-1,2,4-triazol-3-amine). Solvent: O (water), CN(C)C=O (DMF). Conditions: time 18 hour. Isolated yield 77.6%. Reported procedure: A solution of N-ethyldiisopropylamine (1.29 mL, 7.39 mmol) in DMF (15 mL) was added to a 50 mL round bottom flask charged with a mixture of methyl 3-fluoro-4-(5-methyl-1H-1,2,4-triazol-1-yl)phenylcarbamimidothioate hydroiodide (1.16 g, 2.96 mmol, from preparation Q), 2-(4-fluorophenyl)pent-4-enoic acid (0.750 g, 3.25 mmol, from preparation AC), 1-hydroxybenzotriazole hydrate (0.905 g, 5.91 mmol), and 1-ethyl-3-(3-dimethylaminopropyl)carbodiimide hydrochloride (1.133 g, 5.91 mmol). The resulting ... Reactants: I.FC=1C=C(C=CC1N1N=CN=C1C)NC(=N)SC (methyl 3-fluoro-4-(5-methyl-1H-1,2,4-triazol-1-yl)phenylcarbamimidothioate hydroiodide), FC1=CC=C(C=C1)C(C(=O)O)CC=C (2-(4-fluorophenyl)pent-4-enoic acid), O.ON1N=NC2=C1C=CC=C2 (1-hydroxybenzotriazole hydrate), Cl.C(C)N=C=NCCCN(C)C (1-ethyl-3-(3-dimethylaminopropyl)carbodiimide hydrochloride), C(C)N(C(C)C)C(C)C (N-ethyldiisopropylamine), NN (Hydrazine). Reactants: [Al+3], CC(C)N1CC(COc2cccc3c2CC=C3)OCC1=O, CCOC(C)=O, [H-], [H-], [H-], [H-], [Li+], [Na+], C1CCOC1, [OH-], O. Product: CC(C)N1CCOC(COc2cccc3c2CC=C3)C1. Reaction SMILES: [Al+3:7].[CH2:12]1[CH:13]=[CH:14][c:15]2[cH:16][cH:17][cH:18][c:19]([O:21][CH2:22][CH:23]3[O:24][CH2:25][C:26](=[O:32])[N:27]([CH:29]([CH3:30])[CH3:31])[CH2:28]3)[c:20]21.[CH3:35][CH2:36][O:37][C:38](=[O:39])[CH3:40].[H-:10].[H-:11].[H-:6].[H-:9].[Li+:8].[Na+:34].[O:1]1[CH2:2][CH2:3][CH2:4][CH2:5]1.[OH-:33].[OH2:41]>>[CH2:12]1[CH:13]=[CH:14][c:15]2[cH:16][cH:17][cH:18][c:19]([O:21][CH2:22][CH:23]3[O:24][CH2:25][CH2:26][N:27]([CH:29]([CH3:30])[CH3:31])[CH2:28]3)[c:20]21. The reactants are OCCC=1N=C(SC1)C1=CC(=C(C(=C1)OC)OC)OC (4-(2-Hydroxyethyl)-2-(3,4,5-trimethoxyphenyl)-thiazole), CS(=O)(=O)Cl (methanesulfonyl chloride). The solvent is N1=CC=CC=C1 (pyridine), C(C)(=O)OCC (ethyl acetate). Run at time 1.5 hour. Product: CS(=O)(=O)OCCC=1N=C(SC1)C1=CC(=C(C(=C1)OC)OC)OC (4-(2-Methanesulfonyloxyethyl)-2-(3,4,5-trimethoxyphenyl)thiazole). As a reaction SMILES: [OH:1][CH2:2][CH2:3][C:4]1[N:5]=[C:6]([C:9]2[CH:14]=[C:13]([O:15][CH3:16])[C:12]([O:17][CH3:18])=[C:11]([O:19][CH3:20])[CH:10]=2)[S:7][CH:8]=1.[CH3:21][S:22](Cl)(=[O:24])=[O:23]>N1C=CC=CC=1.C(OCC)(=O)C>[CH3:21][S:22]([O:1][CH2:2][CH2:3][C:4]1[N:5]=[C:6]([C:9]2[CH:10]=[C:11]([O:19][CH3:20])[C:12]([O:17][CH3:18])=[C:13]([O:15][CH3:16])[CH:14]=2)[S:7][CH:8]=1)(=[O:24])=[O:23]. Reported procedure: 4-(2-Hydroxyethyl)-2-(3,4,5-trimethoxyphenyl)-thiazole (1.60 g) was dissolved in pyridine (15 mL), and to the solution methanesulfonyl chloride (807 mg) was added at 0° C., and the mixture was stirred for 1.5 hours. The reaction mixture was diluted with ethyl acetate, washed with 2 M hydrochloric acid, water and saturated brine and dried over anhydrous sodium sulfate. After concentrating the reaction mixture under reduced pressure, the residue was purified by column chromatography on silica gel ... Starting materials: [Cl-].[NH4+] (ammonium chloride), [H-].[Na+] (sodium hydride), C(C(C)(C)C)(=O)Cl (pivaloyl chloride), [H-].[Na+] (sodium hydride), C(C(C)(C)C)(=O)Cl (pivaloyl chloride), FC=1C(=C(C(=O)OCC)C(=C(C1)F)NC(=O)OCC)OCOC (ethyl 3,5-difluoro-6-(N-ethoxycarbonylamino)-2-methoxymethoxybenzoate), [H-].[Na+] (sodium hydride), C(C(C)(C)C)(=O)Cl (pivaloyl chloride). Solvent: O1CCCC1 (tetrahydrofuran). Run at temperature 0 celsius, time 25 minute. The product is FC=1C(=C(C(=O)OCC)C(=C(C1)F)N(C(C(C)(C)C)=O)C(=O)OCC)OCOC (ethyl 3,5-difluoro-6-(N-ethoxycarbonyl-N-pivaloylamino)-2-methoxymethoxybenzoate). Isolated yield 80.0%. Reaction SMILES: [F:1][C:2]1[C:3]([O:20][CH2:21][O:22][CH3:23])=[C:4]([C:10]([NH:14][C:15]([O:17][CH2:18][CH3:19])=[O:16])=[C:11]([F:13])[CH:12]=1)[C:5]([O:7][CH2:8][CH3:9])=[O:6].[H-].[Na+].[C:26](Cl)(=[O:31])[C:27]([CH3:30])([CH3:29])[CH3:28].[Cl-].[NH4+]>O1CCCC1>[F:1][C:2]1[C:3]([O:20][CH2:21][O:22][CH3:23])=[C:4]([C:10]([N:14]([C:15]([O:17][CH2:18][CH3:19])=[O:16])[C:26](=[O:31])[C:27]([CH3:30])([CH3:29])[CH3:28])=[C:11]([F:13])[CH:12]=1)[C:5]([O:7][CH2:8][CH3:9])=[O:6] |f:1.2,4.5|. Procedure: The above ethyl 3,5-difluoro-6-(N-ethoxycarbonylamino)-2-methoxymethoxybenzoate was dissolved in 35 mL of tetrahydrofuran under ice-cooling, 792 mg of sodium hydride (60% oil dispersion) and 1.69 mL of pivaloyl chloride were added and the mixture was stirred at 0° C. for 25 minutes. 396 mg of sodium hydride (60% oil dispersion) and 0.85 mL of pivaloyl chloride were further added and the mixture was stirred at 0° C. for 20 minutes. 158 mg of sodium hydride (60% oil dispersion) and 0.34 mL of piva... Reactants: solution, B#B (diborane), C(=O)(OC)COC1=CC=C(C=C1)CC(C)N1CC(OCC1=O)C=1N=C(SC1)C(F)(F)F (N-[2-(4-Carbomethoxymethoxyphenyl)-1-methylethyl]-2-(2-trifluoromethyl-thiazol-4-yl)morpholin-5-one). Solvent: O1CCCC1 (tetrahydrofuran), O1CCCC1 (tetrahydrofuran). Conditions: time 16 hour. The product is C(=O)(OC)COC1=CC=C(C=C1)CC(C)N1CC(OCC1)C=1N=C(SC1)C(F)(F)F (N-[2-(4-Carbomethoxymethoxyphenyl)-1-methylethyl]-2-(2-trifluoromethyl-thiazol-4-yl)morpholine). As a reaction SMILES: [C:1]([CH2:5][O:6][C:7]1[CH:12]=[CH:11][C:10]([CH2:13][CH:14]([N:16]2[C:21](=O)[CH2:20][O:19][CH:18]([C:23]3[N:24]=[C:25]([C:28]([F:31])([F:30])[F:29])[S:26][CH:27]=3)[CH2:17]2)[CH3:15])=[CH:9][CH:8]=1)([O:3][CH3:4])=[O:2].B#B>O1CCCC1>[C:1]([CH2:5][O:6][C:7]1[CH:8]=[CH:9][C:10]([CH2:13][CH:14]([N:16]2[CH2:21][CH2:20][O:19][CH:18]([C:23]3[N:24]=[C:25]([C:28]([F:30])([F:31])[F:29])[S:26][CH:27]=3)[CH2:17]2)[CH3:15])=[CH:11][CH:12]=1)([O:3][CH3:4])=[O:2]. Procedure details: 1.2 g (0.0026 mol) of N-[2-(4-Carbomethoxymethoxyphenyl)-1-methylethyl]-2-(2-trifluoromethyl-thiazol-4-yl)morpholin-5-one (diastereomer A) are dissolved in 10 ml of absolute tetrahydrofuran at 22° C. Three portions of 2.8 ml (0.0028 mol) of a 1 molar solution of diborane in tetrahydrofuran are added dropwise to this solution at intervals of 30 minutes in each instance. The mixture is evaporated to dryness after 1.5 hours. The resulting residue is taken up in 80 ml of methanol and the solution is... Reactants: CO, Cc1cc(C(NS(=O)C(C)(C)C)C2CCCC2)cc(C)c1-n1cc(C(F)(F)F)cn1, Cl. Product: Cc1cc(C(N)C2CCCC2)cc(C)c1-n1cc(C(F)(F)F)cn1, Cl. RXN SMILES: [CH3:32][OH:33].[CH:1]1([CH:6]([NH:7][S:8]([C:9]([CH3:10])([CH3:11])[CH3:12])=[O:13])[c:14]2[cH:15][c:16]([CH3:30])[c:17](-[n:21]3[n:22][cH:23][c:24]([C:26]([F:27])([F:28])[F:29])[cH:25]3)[c:18]([CH3:20])[cH:19]2)[CH2:2][CH2:3][CH2:4][CH2:5]1.[ClH:31]>>[CH:1]1([CH:6]([NH2:7])[c:14]2[cH:15][c:16]([CH3:30])[c:17](-[n:21]3[n:22][cH:23][c:24]([C:26]([F:27])([F:28])[F:29])[cH:25]3)[c:18]([CH3:20])[cH:19]2)[CH2:2][CH2:3][CH2:4][CH2:5]1.[ClH:31].